Task: describe an organic reaction: reactants, conditions, products, and yield. Dataset: the Open Reaction Database (ORD), a public repository of structured organic reaction records The reactants are C(C)(C)(C)NNC(C1=C(C(=CC=C1)OC)COCC=C)=O (2-allyloxymethyl-3-methoxy-benzoic acid N′-tert-butyl-hydrazide), CC=1C=C(C(=O)Cl)C=C(C1)C (3,5-dimethylbenzoyl chloride), C(=O)([O-])[O-].[K+].[K+] (K2CO3). Solvent: C(Cl)Cl (CH2Cl2), C(Cl)Cl (CH2Cl2), O (H2O). Reaction conditions: time 24 hour. Product: C(C=C)OCC1=C(C(=O)NN(C(C2=CC(=CC(=C2)C)C)=O)C(C)(C)C)C=CC=C1OC (3,5-dimethyl-benzoic acid N′-(2-allyloxymethyl-3-methoxy-benzoyl)-N-tert-butyl-hydrazide). Yield: 83.1%. As a reaction SMILES: [C:1]([NH:5][NH:6][C:7](=[O:21])[C:8]1[CH:13]=[CH:12][CH:11]=[C:10]([O:14][CH3:15])[C:9]=1[CH2:16][O:17][CH2:18][CH:19]=[CH2:20])([CH3:4])([CH3:3])[CH3:2].[CH3:22][C:23]1[CH:24]=[C:25]([CH:29]=[C:30]([CH3:32])[CH:31]=1)[C:26](Cl)=[O:27].C([O-])([O-])=O.[K+].[K+]>C(Cl)Cl.O>[CH2:18]([O:17][CH2:16][C:9]1[C:10]([O:14][CH3:15])=[CH:11][CH:12]=[CH:13][C:8]=1[C:7]([NH:6][N:5]([C:1]([CH3:4])([CH3:3])[CH3:2])[C:26](=[O:27])[C:25]1[CH:29]=[C:30]([CH3:32])[CH:31]=[C:23]([CH3:22])[CH:24]=1)=[O:21])[CH:19]=[CH2:20] |f:2.3.4|. Procedure details: To a flask containing 2.0 g (0.0068 mol) of 2-allyloxymethyl-3-methoxy-benzoic acid N′-tert-butyl-hydrazide dissolved in 15 mL of CH2Cl2, was added 1.27 g (0.0075 mol) of 3,5-dimethylbenzoyl chloride in 10 mL of CH2Cl2 and 2.84 g of K2CO3 (0.02 mol) in 30 mL of H2O. The mixture was stirred at room temperature for 24 hours. The reaction mixture was diluted and partitioned, and the organic phase was dried and solvent was removed in vacuio. The product was purified by silica gel chromatography; elu...